From a dataset of the Open Reaction Database (ORD), a public repository of structured organic reaction records. describe an organic reaction: reactants, conditions, products, and yield The reactants are C(=O)C=1SC=CC1SCC(=O)OC (methyl 3-(2-formylthiophene-3-yl)-3-thiapropionate), C(C)(=O)[O-].[NH2+]1CCCCC1 (piperidinium acetate). Yields the product S1C2=C(C=C1C(=O)OC)SC=C2 (methyl thieno[3,2-b]thiophene-2-carboxylate). As a reaction SMILES: [CH:1]([C:3]1[S:4][CH:5]=[CH:6][C:7]=1[S:8][CH2:9][C:10]([O:12][CH3:13])=[O:11])=O.C([O-])(=O)C.[NH2+]1CCCCC1>>[S:8]1[C:9]([C:10]([O:12][CH3:13])=[O:11])=[CH:1][C:3]2[S:4][CH:5]=[CH:6][C:7]1=2 |f:1.2|. Reported procedure: 2,3-Dibromothiophene (1) is converted to 3-Bromothiophene-2-carboxaldehyde (2) through a series of reactions with n-butyl lithium yielding 2-litho-3-bromothiophene, followed by N-formylpiperidine and 3N HCl. This 3-bromothiophene-2-carboxaldehyde (2) is then placed in toluene solution containing ethylene glycol to which is added pyridinium tosylate yielding 3-bromo-2-(2-dioxolanyl)thiophene (3). This 3-bromo-2-(2-dioxolanyl)thiophene (3) is then reacted with n-butyllithium followed by sulfur, th... The reactants are ClC1=NC(=NC(=C1C=1C=C(C=CC1)S(=O)(=O)N)C1=CC=C(C=C1)F)C(F)(F)F (3-[4-chloro-6-(4-fluorophenyl)-2-(trifluoromethyl)pyrimidin-5-yl]benzenesulfonamide), N1CCNCC1 (piperazine). Solvent: C(C)#N (acetonitrile). Conditions: time 8 hour. The product is FC1=CC=C(C=C1)C1=NC(=NC(=C1C=1C=C(C=CC1)S(=O)(=O)N)N1CCNCC1)C(F)(F)F (3-[4-(4-fluorophenyl)-6-piperazin-1-yl-2-(trifluoromethyl)pyrimidin-5-yl]benzenesulfonamide). Reaction SMILES: Cl[C:2]1[C:7]([C:8]2[CH:9]=[C:10]([S:14]([NH2:17])(=[O:16])=[O:15])[CH:11]=[CH:12][CH:13]=2)=[C:6]([C:18]2[CH:23]=[CH:22][C:21]([F:24])=[CH:20][CH:19]=2)[N:5]=[C:4]([C:25]([F:28])([F:27])[F:26])[N:3]=1.[NH:29]1[CH2:34][CH2:33][NH:32][CH2:31][CH2:30]1>C(#N)C>[F:24][C:21]1[CH:22]=[CH:23][C:18]([C:6]2[C:7]([C:8]3[CH:9]=[C:10]([S:14]([NH2:17])(=[O:16])=[O:15])[CH:11]=[CH:12][CH:13]=3)=[C:2]([N:29]3[CH2:34][CH2:33][NH:32][CH2:31][CH2:30]3)[N:3]=[C:4]([C:25]([F:28])([F:27])[F:26])[N:5]=2)=[CH:19][CH:20]=1. Procedure: The solution of 3-[4-chloro-6-(4-fluorophenyl)-2-(trifluoromethyl)pyrimidin-5-yl]benzenesulfonamide (0.1 g, 0.24 mmol, prepared according to the procedure described above in preparation 4, Step 2a), in acetonitrile (2 ml) was treated with piperazine (0.104 g, 1.203 mmol) and the reaction mixture was stirred overnight at room temperature. Subsequently the reaction mixture was poured into ice-cold water and was extracted with ethylacetate (25 ml). The organic layer was washed with water, brine sol... Starting materials: Cl.NCC1(CN(CC1)C[C@H](O)C1=C(C2=C(C(OC2)=O)C=C1)C)C1=CC=CC=C1 (5-[(R)-2-[3-(Aminomethyl)-3-phenylpyrrolidin-1-yl]-1-hydroxyethyl}-4-methyl-2-benzofuran-1(3H)-one hydrochloride), Cl.NCC1(CN(CC1)C[C@H](O)C1=C(C2=C(C(OC2)=O)C=C1)C)C1=CC=CC=C1 (5-[(R)-2-[3-(Aminomethyl)-3-phenylpyrrolidin-1-yl]-1-hydroxyethyl}-4-methyl-2-benzofuran-1(3H)-one hydrochloride), ClC=1C=2N(C=CN1)C=NN2 (8-chloro-[1,2,4]triazolo[4,3-a]pyrazine). The product is N=1N=CN2C1C(=NC=C2)NCC2(CN(CC2)C[C@H](O)C=2C(=C1COC(C1=CC2)=O)C)C2=CC=CC=C2 (5-((1R)-2-(3-(([1,2,4]Triazolo[4,3-a]pyrazin-8-ylamino)methyl)-3-phenylpyrrolidin-1-yl)-1-hydroxyethyl)-4-methylisobenzofuran-1(3H)-one). As a reaction SMILES: Cl.[NH2:2][CH2:3][C:4]1([C:23]2[CH:28]=[CH:27][CH:26]=[CH:25][CH:24]=2)[CH2:8][CH2:7][N:6]([CH2:9][C@@H:10]([C:12]2[CH:21]=[CH:20][C:15]3[C:16](=[O:19])[O:17][CH2:18][C:14]=3[C:13]=2[CH3:22])[OH:11])[CH2:5]1.Cl[C:30]1[C:31]2[N:32]([CH:36]=[N:37][N:38]=2)[CH:33]=[CH:34][N:35]=1>>[N:38]1[N:37]=[CH:36][N:32]2[CH:33]=[CH:34][N:35]=[C:30]([NH:2][CH2:3][C:4]3([C:23]4[CH:24]=[CH:25][CH:26]=[CH:27][CH:28]=4)[CH2:8][CH2:7][N:6]([CH2:9][C@@H:10]([C:12]4[C:13]([CH3:22])=[C:14]5[C:15](=[CH:20][CH:21]=4)[C:16](=[O:19])[O:17][CH2:18]5)[OH:11])[CH2:5]3)[C:31]=12 |f:0.1|. Reported procedure: 5-((1R)-2-(3-(([1,2,4]Triazolo[4,3-a]pyrazin-8-ylamino)methyl)-3-phenylpyrrolidin-1-yl)-1-hydroxyethyl)-4-methylisobenzofuran-1(3H)-one was prepared in a similar fashion to that described for the synthesis of EXAMPLE 18 starting from 5-[(R)-2-[3-(Aminomethyl)-3-phenylpyrrolidin-1-yl]-1-hydroxyethyl}-4-methyl-2-benzofuran-1(3H)-one hydrochloride [INTERMEDIATE 15] and 8-chloro-[1,2,4]triazolo[4,3-a]pyrazine. Reactants: CC(C=C)(CCC=C(CC(C)C)C)O (3,7,9-trimethyl-1,6-decadien-3-ol), N1=CC=CC=C1 (pyridine), P(Br)(Br)Br (phosphorus tribromide). The solvent is CCCCCC (hexane), CCCCCC (hexane). Conditions: time 90 minute. Yields the product BrCC=C(CCC=C(CC(C)C)C)C (1-bromo-3,7,9-trimethyl-2,6-decadiene). Reaction SMILES: [CH3:1][C:2](O)([CH2:5][CH2:6][CH:7]=[C:8]([CH3:13])[CH2:9][CH:10]([CH3:12])[CH3:11])[CH:3]=[CH2:4].N1C=CC=CC=1.P(Br)(Br)[Br:22]>CCCCCC>[Br:22][CH2:4][CH:3]=[C:2]([CH3:1])[CH2:5][CH2:6][CH:7]=[C:8]([CH3:13])[CH2:9][CH:10]([CH3:12])[CH3:11]. Procedure: 19.8 g. of 3,7,9-trimethyl-1,6-decadien-3-ol, 100 ml. of hexane and 1 ml. of pyridine and cooled to -15° C. and treated dropwise over a period of 1.5 hours with a solution of 4 ml. of phosphorus tribromide in 50 ml. of hexane while maintaining the temperature between -15° and -10° C. The mixture is stirred for a further 90 minutes while slowly warming to room temperature. For the working-up, the mixture is poured on to 50 ml. of ice-water, the organic phase is separated and washed once with 20 m... The reactants are Cl (hydrochloric acid), CN(C1=C(OC2=C1C=CC=C2)C(=O)NCCOC2=CC=C(C(=O)OC)C=C2)C (methyl 4-[2-(3-dimethylaminobenzofuran-2-yl-carbonylamino)-ethoxy]-benzoate), NO (hydroxylamine), [OH-].[Na+] (NaOH). Run in CO (MeOH), C1CCOC1 (THF). Run at time 8 hour. The product is ONC(C1=CC=C(C=C1)OCCNC(=O)C=1OC2=C(C1N(C)C)C=CC=C2)=O (N-hydroxy-4-[2-(3-dimethylaminobenzofuran-2-ylcarbonylamino)-ethoxy]-benzamide). Reaction SMILES: [CH3:1][N:2]([CH3:28])[C:3]1[C:7]2[CH:8]=[CH:9][CH:10]=[CH:11][C:6]=2[O:5][C:4]=1[C:12]([NH:14][CH2:15][CH2:16][O:17][C:18]1[CH:27]=[CH:26][C:21]([C:22]([O:24]C)=O)=[CH:20][CH:19]=1)=[O:13].[NH2:29][OH:30].[OH-].[Na+].Cl>CO.C1COCC1>[OH:30][NH:29][C:22](=[O:24])[C:21]1[CH:26]=[CH:27][C:18]([O:17][CH2:16][CH2:15][NH:14][C:12]([C:4]2[O:5][C:6]3[CH:11]=[CH:10][CH:9]=[CH:8][C:7]=3[C:3]=2[N:2]([CH3:1])[CH3:28])=[O:13])=[CH:19][CH:20]=1 |f:2.3|. Reported procedure: To a solution of crude methyl 4-[2-(3-dimethylaminobenzofuran-2-yl-carbonylamino)-ethoxy]-benzoate in MeOH and THF was added excess aqueous hydroxylamine solution and NaOH(aq.) to give pH 10-11. The reaction mixture was stirred overnight and then neutralized to pH 7-8 with aqueous hydrochloric acid and concentrated in vacuo. The residue was dissolved in acetonitrile and water and purified with prep HPLC to give the title compound (107 mg). 1NMR (400 MHz, DMSO-d6) δ 9.88 (m, 1H), 9.31 (t, J=6.0 H...